From a dataset of the Open Reaction Database (ORD), a public repository of structured organic reaction records. describe an organic reaction: reactants, conditions, products, and yield Starting materials: C1(CC1)C1=CC(=C(C=C1)F)[N+](=O)[O-] (4-cyclopropyl-1-fluoro-2-nitrobenzene). Reagents/catalysts: [Fe] (iron). Solvent: C(C)(=O)O (acetic acid). Run at time 2 hour. Product: C1(CC1)C=1C=CC(=C(N)C1)F (5-cyclopropyl-2-fluoroaniline). Yield: 77.6%. As a reaction SMILES: [CH:1]1([C:4]2[CH:9]=[CH:8][C:7]([F:10])=[C:6]([N+:11]([O-])=O)[CH:5]=2)[CH2:3][CH2:2]1>C(O)(=O)C.[Fe]>[CH:1]1([C:4]2[CH:9]=[CH:8][C:7]([F:10])=[C:6]([CH:5]=2)[NH2:11])[CH2:3][CH2:2]1. Procedure details: To a solution of 4-cyclopropyl-1-fluoro-2-nitrobenzene (0.700 g, 4.26 mmol) in acetic acid (6.0 mL) was added iron powder (1.0 g). The reaction mass was stirred at RT for 2 h. The reaction mass was quenched in water and basified with NaHCO3, extracted with ethyl acetate. The organic layer was dried over anhydrous sodium sulphate and concentrated to afford 0.500 g of the desired product. 1H NMR (300 MHz, DMSO d6): δ 0.50-0.52 (m, 2H), 0.83-0.85 (m, 2H), 1.71-1.74 (m, 1H), 4.97 (s, 2H), 6.21 (m, 1... Reactants: CC#N, Cn1ccc2c1C(=NO)CCN(CCCCl)S2(=O)=O, Cl, O=C(c1ccc(F)cc1)C1CCNCC1, [I-], [Na+], [Na+], O=C([O-])O. Yields the product Cn1ccc2c1C(=NO)CCN(CCCN1CCC(C(=O)c3ccc(F)cc3)CC1)S2(=O)=O. Reaction SMILES: [CH3:43][C:44]#[N:45].[Cl:1][CH2:2][CH2:3][CH2:4][N:5]1[S:6](=[O:18])(=[O:19])[c:7]2[c:8]([n:14]([CH3:17])[cH:15][cH:16]2)[C:9](=[N:12][OH:13])[CH2:10][CH2:11]1.[ClH:20].[F:21][c:22]1[cH:23][cH:24][c:25]([C:26](=[O:27])[CH:28]2[CH2:29][CH2:30][NH:31][CH2:32][CH2:33]2)[cH:34][cH:35]1.[I-:42].[Na+:36].[Na+:41].[OH:37][C:38](=[O:39])[O-:40]>>[CH2:2]([CH2:3][CH2:4][N:5]1[S:6](=[O:18])(=[O:19])[c:7]2[c:8]([n:14]([CH3:17])[cH:15][cH:16]2)[C:9](=[N:12][OH:13])[CH2:10][CH2:11]1)[N:31]1[CH2:30][CH2:29][CH:28]([C:26]([c:25]2[cH:24][cH:23][c:22]([F:21])[cH:35][cH:34]2)=[O:27])[CH2:33][CH2:32]1. The reactants are Teflon, BrC=1N=C(C(=NC1CC)NC(CC)CC)CC (5-bromo-3,6-diethyl-N-(1-ethylpropyl)pyrazin-2-amine), COC1=C(C=C2CCCC2=C1)B(O)O (6-methoxy-2,3-dihydro-1H-inden-5-ylboronic acid), C(=O)([O-])[O-].[Na+].[Na+] (Na2CO3). The reagents and catalysts are C=1C=CC(=CC1)[P](C=2C=CC=CC2)(C=3C=CC=CC3)[Pd]([P](C=4C=CC=CC4)(C=5C=CC=CC5)C=6C=CC=CC6)([P](C=7C=CC=CC7)(C=8C=CC=CC8)C=9C=CC=CC9)[P](C=1C=CC=CC1)(C=1C=CC=CC1)C=1C=CC=CC1 (terakis(triphenylphosphine)palladium (0)). Solvent: COCCOC (ethylene glycol dimethyl ether). Run at temperature 80 celsius. Yields the product C(C)C=1C(=NC(=C(N1)C=1C=C2CCCC2=CC1OC)CC)NC(CC)CC (3,6-diethyl-N-(1-ethylpropyl)-5-(6-methoxy-2,3-dihydro-1H-inden-5-yl)pyrazin-2-amine). Yield: 66.1%. As a reaction SMILES: Br[C:2]1[N:3]=[C:4]([CH2:16][CH3:17])[C:5]([NH:10][CH:11]([CH2:14][CH3:15])[CH2:12][CH3:13])=[N:6][C:7]=1[CH2:8][CH3:9].[CH3:18][O:19][C:20]1[CH:28]=[C:27]2[C:23]([CH2:24][CH2:25][CH2:26]2)=[CH:22][C:21]=1B(O)O.C([O-])([O-])=O.[Na+].[Na+]>C1C=CC([P]([Pd]([P](C2C=CC=CC=2)(C2C=CC=CC=2)C2C=CC=CC=2)([P](C2C=CC=CC=2)(C2C=CC=CC=2)C2C=CC=CC=2)[P](C2C=CC=CC=2)(C2C=CC=CC=2)C2C=CC=CC=2)(C2C=CC=CC=2)C2C=CC=CC=2)=CC=1.COCCOC>[CH2:16]([C:4]1[C:5]([NH:10][CH:11]([CH2:14][CH3:15])[CH2:12][CH3:13])=[N:6][C:7]([CH2:8][CH3:9])=[C:2]([C:21]2[CH:22]=[C:23]3[C:27](=[CH:28][C:20]=2[O:19][CH3:18])[CH2:26][CH2:25][CH2:24]3)[N:3]=1)[CH3:17] |f:2.3.4,^1:41,43,62,81|. Reported procedure: A scintillation vial with a Teflon lined cap was charged with 5-bromo-3,6-diethyl-N-(1-ethylpropyl)pyrazin-2-amine (300.2 mg, 1 mmol), 6-methoxy-2,3-dihydro-1H-inden-5-ylboronic acid (211.2 mg, 1.1 mmol, Preparation 2), terakis(triphenylphosphine)palladium (0) (116 mg, 0.1 mmol), 2M Na2CO3 (1 mL, 2 mmol), and ethylene glycol dimethyl ether (6 mL). The reaction was heated on the orbital shaker to 80° C. for 30 hours. After cooling to ambient temperature, the reaction was partitioned between H2O a...